From a dataset of the Open Reaction Database (ORD), a public repository of structured organic reaction records. describe an organic reaction: reactants, conditions, products, and yield Starting materials: N1(CCCCC1)CC1=CC(=NC=C1)OC\C=C/CNC(CSCCO)=O (N-[4-(4-piperidinomethyl-2-pyridyloxy)-cis-2-butenyl]-2-(2-hydroxyethylthio)acetamide), CC(C(=O)Cl)(C)C (2,2-dimethylpropionyl chloride). Yields the product N1(CCCCC1)CC1=CC(=NC=C1)OC\C=C/CNC(CSCCOC(C(C)(C)C)=O)=O (N-[4-(4-Piperidinomethyl-2-pyridyloxy)-cis-2-butenyl]-2-[2-(2,2-dimethylpropionyloxy)ethylthio]acetamide). Yield: 63.0%. As a reaction SMILES: [N:1]1([CH2:7][C:8]2[CH:13]=[CH:12][N:11]=[C:10]([O:14][CH2:15]/[CH:16]=[CH:17]\[CH2:18][NH:19][C:20](=[O:26])[CH2:21][S:22][CH2:23][CH2:24][OH:25])[CH:9]=2)[CH2:6][CH2:5][CH2:4][CH2:3][CH2:2]1.[CH3:27][C:28]([CH3:33])([CH3:32])[C:29](Cl)=[O:30]>>[N:1]1([CH2:7][C:8]2[CH:13]=[CH:12][N:11]=[C:10]([O:14][CH2:15]/[CH:16]=[CH:17]\[CH2:18][NH:19][C:20](=[O:26])[CH2:21][S:22][CH2:23][CH2:24][O:25][C:29](=[O:30])[C:28]([CH3:33])([CH3:32])[CH3:27])[CH:9]=2)[CH2:6][CH2:5][CH2:4][CH2:3][CH2:2]1. Procedure details: Following a procedure similar to that described in Example 7, but using N-[4-(4-piperidinomethyl-2-pyridyloxy)-cis-2-butenyl]-2-(2-hydroxyethylthio)acetamide (prepared as described in Example 1) and 2,2-dimethylpropionyl chloride as starting materials, in relative proportions similar to those used in that Example, the title compound was obtained in a 63% yield. Isolated yield 110.5%. Reaction SMILES: [O:1]([CH2:8][C:9]([NH:11][CH:12]1[C:19](=[O:20])[N:18]2[CH:13]1[S:14][CH:15]=[N:16][CH:17]2[C:21]([O:23]CC1C=CC=CC=1)=[O:22])=[O:10])[C:2]1[CH:7]=[CH:6][CH:5]=[CH:4][CH:3]=1.C(=O)([O-])[O-].[K+:35].[K+]>O1CCCC1.O>[O:1]([CH2:8][C:9]([NH:11][CH:12]1[C:19](=[O:20])[N:18]2[CH:13]1[S:14][CH:15]=[N:16][CH:17]2[C:21]([O-:23])=[O:22])=[O:10])[C:2]1[CH:3]=[CH:4][CH:5]=[CH:6][CH:7]=1.[K+:35] |f:1.2.3,6.7|. Run in O1CCCC1 (tetrahydrofuran), O (water). Run at time 1.8 hour. Reactants: O(C1=CC=CC=C1)CC(=O)NC1C2SC=NC(N2C1=O)C(=O)OCC1=CC=CC=C1 (benzyl 7-phenoxyacetamido-8-oxo-5-thia-1,3-diazabicyclo[4,2,0]oct-3-ene-2-carboxylate), C([O-])([O-])=O.[K+].[K+] (potassium carbonate). Product: O(C1=CC=CC=C1)CC(=O)NC1C2SC=NC(N2C1=O)C(=O)[O-].[K+] (potassium 7-phenoxyacetamido-8-oxo-5-thia-1,3-diazabicyclo[4,2,0]oct-3-ene-2-carboxylate). Procedure details: To a solution of benzyl 7-phenoxyacetamido-8-oxo-5-thia-1,3-diazabicyclo[4,2,0]oct-3-ene-2-carboxylate (400 mg.) in tetrahydrofuran (12 ml.) was added a solution of potassium carbonate (195 mg.) in water (12 ml.) at 0° C. After the mixture was stirred at the same temperature for an hour and at room temperature for 1.8 hours, the reaction mixture was neutralized to pH 7 with cation-exchange resin Amberlite IRC-50 (Trade Mark; manufactured by Rohm & Haas Co., Ltd.) and then filtered. The filtrate ... The reactants are CCCC[Sn](Cl)(CCCC)CCCC, C1CCOC1, [Li]CCCC, CCCCCC, [Cl-], [NH4+], c1ccc(Sc2ncn3ccsc23)cc1. The product is CCCC[Sn](CCCC)(CCCC)c1cn2cnc(Sc3ccccc3)c2s1. RXN SMILES: [CH2:27]([CH2:28][CH2:29][CH3:30])[Sn:31]([CH2:32][CH2:33][CH2:34][CH3:35])([CH2:36][CH2:37][CH2:38][CH3:39])[Cl:40].[CH2:43]1[O:44][CH2:45][CH2:46][CH2:47]1.[CH2:7]([Li:8])[CH2:9][CH2:10][CH3:11].[CH3:1][CH2:2][CH2:3][CH2:4][CH2:5][CH3:6].[Cl-:41].[NH4+:42].[c:12]1([S:18][c:19]2[n:20][cH:21][n:22]3[c:23]2[s:24][cH:25][cH:26]3)[cH:13][cH:14][cH:15][cH:16][cH:17]1>>[c:12]1([S:18][c:19]2[n:20][cH:21][n:22]3[c:23]2[s:24][c:25]([Sn:31]([CH2:27][CH2:28][CH2:29][CH3:30])([CH2:32][CH2:33][CH2:34][CH3:35])[CH2:36][CH2:37][CH2:38][CH3:39])[cH:26]3)[cH:13][cH:14][cH:15][cH:16][cH:17]1. Starting materials: ClC=1C=CC(=C(C(=O)C2=CC=CC=C2)C1)O (5-chloro-2-hydroxy-benzophenone), filtered solution, C(=C)[Mg]Cl (vinyl magnesium chloride), [Cl-].[NH4+] (ammonium chloride), Cl (hydrochloric acid). The solvent is CCOCC (ether), O1CCCC1 (tetrahydrofuran). Run at time 16 hour. Yields the product ClC=1C=CC(=C(C1)C(O)(C=C)C1=CC=CC=C1)O (5-chloro-2-hydroxy-α-phenyl-α-ethenyl-benzene-methanol). As a reaction SMILES: [CH:1]([Mg]Cl)=[CH2:2].[Cl:5][C:6]1[CH:7]=[CH:8][C:9]([OH:20])=[C:10]([CH:19]=1)[C:11]([C:13]1[CH:18]=[CH:17][CH:16]=[CH:15][CH:14]=1)=[O:12].[Cl-].[NH4+].Cl>O1CCCC1.CCOCC>[Cl:5][C:6]1[CH:7]=[CH:8][C:9]([OH:20])=[C:10]([C:11]([C:13]2[CH:18]=[CH:17][CH:16]=[CH:15][CH:14]=2)([CH:1]=[CH2:2])[OH:12])[CH:19]=1 |f:2.3|. Procedure: 225 ml of a filtered solution of 2.5 M/liter of vinyl magnesium chloride in tetrahydrofuran were added dropwise with stirring at -10° C. to a mixture of 58 g of 5-chloro-2-hydroxy-benzophenone and 900 ml of anhydrous ether and the mixture was stirred at room temperature for 16 hours and was refluxed for 3 hours. The mixture was iced and 600 ml of aqueous 10% ammonium chloride solution and 50 ml of concentrated hydrochloric acid were added thereto dropwise. The decanted organic phase was washed t... The reactants are COCCOC, CCOC(=O)CP(=O)(OCC)OCC, CCOC(C)=O, CC(C)(C)OC(=O)NCc1cccc(C=O)c1, [H-], [Na+], O. The product is CCOC(=O)C=Cc1cccc(CNC(=O)OC(C)(C)C)c1. Reaction SMILES: [CH2:35]([CH2:36][O:37][CH3:38])[O:39][CH3:40].[CH2:3]([O:4][P:5]([O:6][CH2:7][CH3:8])(=[O:9])[CH2:11][C:12](=[O:13])[O:14][CH2:15][CH3:16])[CH3:10].[CH3:41][CH2:42][O:43][C:44](=[O:45])[CH3:46].[CH:17](=[O:18])[c:19]1[cH:20][c:21]([CH2:22][NH:23][C:24]([O:25][C:26]([CH3:27])([CH3:28])[CH3:29])=[O:30])[cH:31][cH:32][cH:33]1.[H-:1].[Na+:2].[OH2:34]>>[CH:11]([C:12](=[O:13])[O:14][CH2:15][CH3:16])=[CH:17][c:19]1[cH:20][c:21]([CH2:22][NH:23][C:24]([O:25][C:26]([CH3:27])([CH3:28])[CH3:29])=[O:30])[cH:31][cH:32][cH:33]1.